This data is from the Open Reaction Database (ORD), a public repository of structured organic reaction records. The task is: describe an organic reaction: reactants, conditions, products, and yield Reactants: COC=1C=C(CN2C(C(CC2)(CC2=CC=C(C=C2)F)CCN2CCC(CC2)NC2=NC3=C(N2CCOCC)C=CC=C3)=O)C=C(C1OC)OC (1-(3,4,5-trimethoxybenzyl)-3-(2-(4-(1-(2-ethoxyethyl)-1H-benzimidazol-2-yl-amino)piperidin-1-yl)ethyl)-3-(4-fluorophenylmethyl)-2-oxopyrrolidine), CS(=O)(=O)O (methanesulfonic acid). Run in C(C)(=O)OCC (ethyl acetate). Conditions: time 1 hour. The product is CS(=O)(=O)O.COC=1C=C(CN2C(C(CC2)(CC2=CC=C(C=C2)F)CCN2CCC(CC2)NC2=NC3=C(N2CCOCC)C=CC=C3)=O)C=C(C1OC)OC (1-(3,4,5-trimethoxybenzyl)-3-(2-(4-(1-(2-ethoxyethyl)-1H-benzimidazol-2-yl-amino)piperidin-1-yl)ethyl)-3-(4-fluorophenylmethyl)-2-oxopyrrolidine Methanesulfonic Acid Salt). As a reaction SMILES: [CH3:1][O:2][C:3]1[CH:4]=[C:5]([CH:44]=[C:45]([O:49][CH3:50])[C:46]=1[O:47][CH3:48])[CH2:6][N:7]1[CH2:11][CH2:10][C:9]([CH2:20][CH2:21][N:22]2[CH2:27][CH2:26][CH:25]([NH:28][C:29]3[N:33]([CH2:34][CH2:35][O:36][CH2:37][CH3:38])[C:32]4[CH:39]=[CH:40][CH:41]=[CH:42][C:31]=4[N:30]=3)[CH2:24][CH2:23]2)([CH2:12][C:13]2[CH:18]=[CH:17][C:16]([F:19])=[CH:15][CH:14]=2)[C:8]1=[O:43].[CH3:51][S:52]([OH:55])(=[O:54])=[O:53]>C(OCC)(=O)C>[CH3:51][S:52]([OH:55])(=[O:54])=[O:53].[CH3:50][O:49][C:45]1[CH:44]=[C:5]([CH:4]=[C:3]([O:2][CH3:1])[C:46]=1[O:47][CH3:48])[CH2:6][N:7]1[CH2:11][CH2:10][C:9]([CH2:20][CH2:21][N:22]2[CH2:27][CH2:26][CH:25]([NH:28][C:29]3[N:33]([CH2:34][CH2:35][O:36][CH2:37][CH3:38])[C:32]4[CH:39]=[CH:40][CH:41]=[CH:42][C:31]=4[N:30]=3)[CH2:24][CH2:23]2)([CH2:12][C:13]2[CH:18]=[CH:17][C:16]([F:19])=[CH:15][CH:14]=2)[C:8]1=[O:43] |f:3.4|. Procedure details: Combine 1-(3,4,5-trimethoxybenzyl)-3-(2-(4-(1-(2-ethoxyethyl)-1H-benzimidazol-2-yl-amino)piperidin-1-yl)ethyl)-3-(4-fluorophenylmethyl)-2-oxopyrrolidine (0.53 g, 0.74 mmol) and methanesulfonic acid (0.15 g, 1.6 mmol) in ethyl acetate. Heat to reflux. After 1 hour, allow to cool to ambient temperature to form a solid. Decant the supernatant and add diethyl ether and stir. Twice more decant the supernatant and add diethyl ether. Decant the supernatant and evaporate in vacuo to give the title compo... The reactants are Cl (hydrochloric acid), [N+](=O)([O-])C1=C(N)C=CC=C1 (2-nitroaniline), ClC1=C(C=C(C=C1[N+](=O)[O-])[N+](=O)[O-])C(F)(F)F (2-chloro-3,5-dinitrobenzotrifluoride), [OH-].[K+] (potassium hydroxide). Run in CN(C=O)C (dimethylformamide), Industrial methylated spirit. Run at temperature 60 celsius, time 2 hour. The product is [N+](=O)([O-])C1=C(NC2=C(C=C(C=C2[N+](=O)[O-])[N+](=O)[O-])C(F)(F)F)C=CC=C1 (2(2-nitroanilino)-3,5-dinitrobenzotrifluoride). As a reaction SMILES: [N+:1]([C:4]1[CH:10]=[CH:9][CH:8]=[CH:7][C:5]=1[NH2:6])([O-:3])=[O:2].Cl[C:12]1[C:17]([N+:18]([O-:20])=[O:19])=[CH:16][C:15]([N+:21]([O-:23])=[O:22])=[CH:14][C:13]=1[C:24]([F:27])([F:26])[F:25].[OH-].[K+].Cl>CN(C)C=O>[N+:1]([C:4]1[CH:10]=[CH:9][CH:8]=[CH:7][C:5]=1[NH:6][C:12]1[C:17]([N+:18]([O-:20])=[O:19])=[CH:16][C:15]([N+:21]([O-:23])=[O:22])=[CH:14][C:13]=1[C:24]([F:25])([F:27])[F:26])([O-:3])=[O:2] |f:2.3|. Reported procedure: To a stirred solution of 2-nitroaniline (6.91 g.) and 2-chloro-3,5-dinitrobenzotrifluoride (13.53 g.) in dry dimethylformamide (150 ml.) potassium hydroxide (8.0 g, pellets) was added in small portions over 15 minutes. During the addition, the temperature rose from 20° C. to 80° C. When the addition was complete the mixture was stirred for two hours at 60° C., after which concentrated hydrochloric acid was added to acidify the mixture. Industrial methylated spirit (50 ml.) was then added and the... Reactants: CN (methylamine), solution, ClC1=CC=C(C=C1)C1=NC=2C(=NC=CC2)N1[C@H](C(=O)O)C ((S)-2-(4-chlorophenyl)-α-methyl-3H-imidazo[4,5-b]pyridine-3-acetic acid), C(=O)(N1C=NC=C1)N1C=NC=C1 (1,1'-carbonyldiimidazole). Solvent: O1CCCC1 (tetrahydrofuran), O1CCCC1 (tetrahydrofuran). Run at time 8 hour. The product is ClC1=CC=C(C=C1)C1=NC=2C(=NC=CC2)N1[C@H](C(=O)NC)C ((S)-2-(4-Chlorophenyl)-N,α-dimethyl-3H-imidazo[4,5-b]pyridine-3-acetamide). The yield is 27.5%. RXN SMILES: [Cl:1][C:2]1[CH:7]=[CH:6][C:5]([C:8]2[N:16]([C@@H:17]([CH3:21])[C:18]([OH:20])=O)[C:11]3=[N:12][CH:13]=[CH:14][CH:15]=[C:10]3[N:9]=2)=[CH:4][CH:3]=1.[C:22](N1C=CN=C1)([N:24]1C=CN=C1)=O.CN>O1CCCC1>[Cl:1][C:2]1[CH:3]=[CH:4][C:5]([C:8]2[N:16]([C@@H:17]([CH3:21])[C:18]([NH:24][CH3:22])=[O:20])[C:11]3=[N:12][CH:13]=[CH:14][CH:15]=[C:10]3[N:9]=2)=[CH:6][CH:7]=1. Procedure details: A solution of (S)-2-(4-chlorophenyl)-α-methyl-3H-imidazo[4,5-b]pyridine-3-acetic acid (3.0 g, 0.00995 mole), 1,1'-carbonyldiimidazole (1.61 g, 0.00995 mole) and dry tetrahydrofuran (60 ml) was stirred at room temperature for 1.75 hours with a stream of nitrogen bubbling through it. A solution of methylamine in tetrahydrofuran (20 ml of a 3.03M solution, 0.060 mole) was added and the reaction mixture was stirred at room temperature overnight under nitrogen. The solvents were removed under reduced... Reactants: C(C)(=O)OCC1=C(C=C(C=C1N1C(C=2N(C=3CCCCC3C2)CC1)=O)F)C1=CN(C(C(=C1)NC1=NC=C(C=C1)N1[C@H](CN(CC1)C1COC1)CC)=O)C ((S)-2-(5-(5-(2-Ethyl-4-(oxetan-3-yl)piperazin-1-yl)pyridin-2-ylamino)-1-methyl-6-oxo-1,6-dihydropyridin-3-yl)-4-fluoro-6-(1-oxo-3,4,6,7,8,9-hexahydropyrazino[1,2-a]indol-2(1H)-yl)benzyl acetate), [Li+].[OH-] (LiOH). Run in CC(C)O.C1CCOC1 (iPrOH THF), O (H2O). Run at temperature 30 celsius, time 1 hour. The product is C(C)[C@@H]1N(CCN(C1)C1COC1)C=1C=CC(=NC1)NC1=CC(=CN(C1=O)C)C=1C(=C(C=C(C1)F)N1C(C=2N(C=3CCCCC3C2)CC1)=O)CO ((S)-2-(3-(5-(5-(2-Ethyl-4-(oxetan-3-yl)piperazin-1-yl)pyridin-2-ylamino)-1-methyl-6-oxo-1,6-dihydropyridin-3-yl)-5-fluoro-2-(hydroxymethyl)phenyl)-3,4,6,7,8,9-hexahydropyrazino[1,2-a]indol-1(2H)-one). The yield is 26.4%. RXN SMILES: C([O:4][CH2:5][C:6]1[C:11]([N:12]2[CH2:24][CH2:23][N:15]3[C:16]4[CH2:17][CH2:18][CH2:19][CH2:20][C:21]=4[CH:22]=[C:14]3[C:13]2=[O:25])=[CH:10][C:9]([F:26])=[CH:8][C:7]=1[C:27]1[CH:32]=[C:31]([NH:33][C:34]2[CH:39]=[CH:38][C:37]([N:40]3[CH2:45][CH2:44][N:43]([CH:46]4[CH2:49][O:48][CH2:47]4)[CH2:42][C@@H:41]3[CH2:50][CH3:51])=[CH:36][N:35]=2)[C:30](=[O:52])[N:29]([CH3:53])[CH:28]=1)(=O)C.[Li+].[OH-]>CC(O)C.C1COCC1.O>[CH2:50]([C@H:41]1[CH2:42][N:43]([CH:46]2[CH2:47][O:48][CH2:49]2)[CH2:44][CH2:45][N:40]1[C:37]1[CH:38]=[CH:39][C:34]([NH:33][C:31]2[C:30](=[O:52])[N:29]([CH3:53])[CH:28]=[C:27]([C:7]3[C:6]([CH2:5][OH:4])=[C:11]([N:12]4[CH2:24][CH2:23][N:15]5[C:16]6[CH2:17][CH2:18][CH2:19][CH2:20][C:21]=6[CH:22]=[C:14]5[C:13]4=[O:25])[CH:10]=[C:9]([F:26])[CH:8]=3)[CH:32]=2)=[N:35][CH:36]=1)[CH3:51] |f:1.2,3.4|. Procedure: A mixture of 105a (220 mg, 0.30 mmol) and LiOH (72 mg, 3.0 mmol) in iPrOH/THF (1:1, 4 mL) and H2O (1 mL) was stirred at 30° C. for 1 h. The mixture was evaporated in vacuo and the residue was extracted with EtOAc (10 mL×2). The combined EtOAc extract was concentrated under reduced pressure and the residue was purified by reverse-phase prep-HPLC to afford 105 (54 mg, 25%) as a white solid. LCMS: [M+H]+ 682. 1H NMR (500 MHz, CDCl3) δ 8.54 (t, J=2.5, 1H), 7.91 (s, 1H), 7.80 (s, 1H), 7.47 (d, J=1.5,... Procedure details: In an analogous manner to that of Example 7, 17.8 g (0.1 moles) 3-methyl-5-allyl-octa-3,7-dien-2-one (according to Example 6) are reacted with 1.1 g (0.029 moles) LiAlH4. The reactants are CC(C(C)=O)=CC(CC=C)CC=C (3-Methyl-5-allyl-octa-3,7-dien-2-one), [H-].[H-].[H-].[H-].[Li+].[Al+3] (LiAlH4). Reaction SMILES: [CH3:1][C:2](=[CH:6][CH:7]([CH2:11][CH:12]=[CH2:13])[CH2:8][CH:9]=[CH2:10])[C:3](=[O:5])[CH3:4].[H-].[H-].[H-].[H-].[Li+].[Al+3]>>[CH3:1][C:2](=[CH:6][CH:7]([CH2:8][CH:9]=[CH2:10])[CH2:11][CH:12]=[CH2:13])[CH:3]([OH:5])[CH3:4] |f:1.2.3.4.5.6|. Yields the product CC(C(C)O)=CC(CC=C)CC=C (3-Methyl-5-allyl-octa-3,7-dien-2-ol). Reactants: CON(C)C(=O)C(CC(=O)OC(C)(C)C)NS(=O)(=O)c1ccccc1OCc1ccccc1, [H][H]. Product: CON(C)C(=O)C(CC(=O)OC(C)(C)C)NS(=O)(=O)c1ccccc1O. As a reaction SMILES: [C:1]([CH3:2])([CH3:3])([CH3:4])[O:5][C:6]([CH2:7][CH:8]([C:9](=[O:10])[N:11]([CH3:12])[O:13][CH3:14])[NH:15][S:16](=[O:17])(=[O:18])[c:19]1[c:20]([O:25][CH2:26][c:27]2[cH:28][cH:29][cH:30][cH:31][cH:32]2)[cH:21][cH:22][cH:23][cH:24]1)=[O:33].[H:34][H:35]>>[C:1]([CH3:2])([CH3:3])([CH3:4])[O:5][C:6]([CH2:7][CH:8]([C:9](=[O:10])[N:11]([CH3:12])[O:13][CH3:14])[NH:15][S:16](=[O:17])(=[O:18])[c:19]1[c:20]([OH:25])[cH:21][cH:22][cH:23][cH:24]1)=[O:33]. Reactants: CCOC(=O)c1cn(CC)c2nc(OC)c([N+](=O)[O-])cc2c1=O, CCO, CC(=O)O. Product: CCOC(=O)c1cn(CC)c2nc(OC)c(N)cc2c1=O. RXN SMILES: [CH2:1]([CH3:2])[n:3]1[cH:4][c:5]([C:19](=[O:20])[O:21][CH2:22][CH3:23])[c:6](=[O:18])[c:7]2[cH:8][c:9]([N+:15]([O-:16])=[O:17])[c:10]([O:13][CH3:14])[n:11][c:12]12.[CH3:24][CH2:25][OH:26].[CH3:27][C:28](=[O:29])[OH:30]>>[CH2:1]([CH3:2])[n:3]1[cH:4][c:5]([C:19](=[O:20])[O:21][CH2:22][CH3:23])[c:6](=[O:18])[c:7]2[cH:8][c:9]([NH2:15])[c:10]([O:13][CH3:14])[n:11][c:12]12. The reactants are CC(C)([O-])C.[K+] (potassium tertiary butoxide), C1CCOC1 (THF), COCC=1C=C(C=O)C=C(C1)COC (3,5-bis(methoxymethyl)benzaldehyde), CC(C)([O-])C.[K+] (potassium tertiary butoxide), C1CCOC1 (THF). Reagents/catalysts: [Br-].C[P+](C1=CC=CC=C1)(C1=CC=CC=C1)C1=CC=CC=C1 (methyltriphenylphosphonium bromide). Run in O (water). Yields the product COCC=1C=C(C=C)C=C(C1)COC (3,5-bis(methoxymethyl)styrene). Yield: 67.0%. RXN SMILES: [CH2:1]1[CH2:5][O:4][CH2:3][CH2:2]1.[CH3:6][O:7][CH2:8][C:9]1C=[C:11]([CH:14]=[C:15]([CH2:17]OC)[CH:16]=1)C=O.CC(C)([O-])C.[K+]>[Br-].C[P+](C1C=CC=CC=1)(C1C=CC=CC=1)C1C=CC=CC=1.O>[CH3:6][O:7][CH2:8][C:9]1[CH:16]=[C:15]([CH:17]=[C:1]([CH2:5][O:4][CH3:3])[CH:2]=1)[CH:14]=[CH2:11] |f:2.3,4.5|. Procedure: Then 30 ml of THF solution containing 8.36 g (43.0 mmol) 3,5-bis(methoxymethyl)benzaldehyde was added dropwise into 40 ml of THF solution containing 18.5 g (51.7 mmol) of methyltriphenylphosphonium bromide and 7.24 g (64.5 mmol) of potassium tertiary butoxide at 0° C. After agitating the reaction liquid for 3 hours at 0° C., 30 ml of water was added to deactivate the remaining potassium tertiary butoxide. The organic layer was aliquoted and the aqueous layer was extracted 3 times with 50 ml of e... Yields the product Fc1cc(Br)ccc1Nc1nc2ccccc2s1. As a reaction SMILES: [Br:1][c:2]1[cH:3][c:4]([F:9])[c:5]([NH2:6])[cH:7][cH:8]1.[CH3:20][CH2:21][CH2:22][CH2:23][CH2:24][CH2:25][CH3:26].[CH3:27][c:28]1[cH:29][cH:30][cH:31][cH:32][cH:33]1.[Cl:10][c:11]1[s:12][c:13]2[c:14]([n:15]1)[cH:16][cH:17][cH:18][cH:19]2>>[Br:1][c:2]1[cH:3][c:4]([F:9])[c:5]([NH:6][c:11]2[s:12][c:13]3[c:14]([n:15]2)[cH:16][cH:17][cH:18][cH:19]3)[cH:7][cH:8]1. Starting materials: Nc1ccc(Br)cc1F, CCCCCCC, Cc1ccccc1, Clc1nc2ccccc2s1.